Task: describe an organic reaction: reactants, conditions, products, and yield. Dataset: the Open Reaction Database (ORD), a public repository of structured organic reaction records Starting materials: solution, C[Si](C)(C)[N-][Si](C)(C)C.[K+] (potassium bis(trimethylsilyl)amide), C1(=CC=CC=C1)C (toluene), NC1=NC(=CC=C1)C (2-Amino-6-picoline), N1=CN=CC(=C1)OC1=CC(=NC=C1)C(=O)OCC1=CC=CC=C1 (benzyl 4-(pyrimidin-5-yloxy)picolinate), Cl (HCl). The solvent is CCOC(=O)C (EtOAc), C1CCOC1 (THF), C1CCOC1 (THF). Reaction conditions: time 5 minute. Product: CC1=CC=CC(=N1)NC(C1=NC=CC(=C1)OC=1C=NC=NC1)=O (N-(6-methylpyridin-2-yl)-4-(pyrimidin-5-yloxy)picolinamide). Yield: 66.6%. As a reaction SMILES: [NH2:1][C:2]1[CH:7]=[CH:6][CH:5]=[C:4]([CH3:8])[N:3]=1.C[Si]([N-][Si](C)(C)C)(C)C.[K+].C1(C)C=CC=CC=1.[N:26]1[CH:31]=[C:30]([O:32][C:33]2[CH:38]=[CH:37][N:36]=[C:35]([C:39](OCC3C=CC=CC=3)=[O:40])[CH:34]=2)[CH:29]=[N:28][CH:27]=1.Cl>C1COCC1.CCOC(C)=O>[CH3:8][C:4]1[N:3]=[C:2]([NH:1][C:39](=[O:40])[C:35]2[CH:34]=[C:33]([O:32][C:30]3[CH:29]=[N:28][CH:27]=[N:26][CH:31]=3)[CH:38]=[CH:37][N:36]=2)[CH:7]=[CH:6][CH:5]=1 |f:1.2|. Procedure details: 2-Amino-6-picoline (49 mg, 0.45 mmol, 2.0 eq) was dissolved in THF (0.55 mL) in a flame-dried round bottom flask. A 0.5 M solution of potassium bis(trimethylsilyl)amide in toluene (943 μL, 0.453 mmol, 2.00 eq) was added dropwise and the reaction was stirred for 5 min. Compound 8 (69 mg, 0.22 mmol, 1.0 eq) was added as a solution in THF (0.55 mL) and the reaction was stirred for 30 min. The reaction was diluted with EtOAc, neutralized with 1N HCl and washed with water. The organic layer was dried... Solvent: CO (methanol). Conditions: temperature 60 celsius, time 6 hour. The reactants are [OH-].[Na+] (sodium hydroxide), C(C)(C)(C)OC(C1=CC(=C(C=C1)CCS(=O)(=O)N1CCC(CC1)(C(N)=O)NC(C1=CC(=CC(=C1)C(F)(F)F)OCC1=CC=CC=C1)=O)C)=O (4-{2-[4-(3-Benzyloxy-5-trifluoromethyl-benzoylamino)-4-carbamoyl-piperidine-1-sulfonyl]-ethyl}-3-methyl-benzoic acid tert-butyl ester), [Cl-].[NH4+] (ammonium chloride). Procedure: 4-{2-[4-(3-Benzyloxy-5-trifluoromethyl-benzoylamino)-4-carbamoyl-piperidine-1-sulfonyl]-ethyl}-3-methyl-benzoic acid tert-butyl ester (1.23 g, 1.75 mmol) was dissolved in methanol (17.5 ml). A 1 M aqueous sodium hydroxide solution (1.75 ml, 1.75 mmol) was added and the mixture was stirred at 60° C. for six hours. After completion of the reaction, the reaction solution was left to cool and an aqueous ammonium chloride solution was added, followed by extraction with ethyl acetate. The organic laye... The product is C(C)(C)(C)OC(C1=CC(=C(C=C1)CCS(=O)(=O)N1CCC2(C(NC(=N2)C2=CC(=CC(=C2)C(F)(F)F)OCC2=CC=CC=C2)=O)CC1)C)=O (4-{2-[2-(3-benzyloxy-5-trifluoromethyl-phenyl)-4-oxo-1,3,8-triaza-spiro[4.5]dec-1-ene-8-sulfonyl]-ethyl}-3-methyl-benzoic acid tert-butyl ester). RXN SMILES: [C:1]([O:5][C:6](=[O:49])[C:7]1[CH:12]=[CH:11][C:10]([CH2:13][CH2:14][S:15]([N:18]2[CH2:23][CH2:22][C:21]([NH:27][C:28](=O)[C:29]3[CH:34]=[C:33]([C:35]([F:38])([F:37])[F:36])[CH:32]=[C:31]([O:39][CH2:40][C:41]4[CH:46]=[CH:45][CH:44]=[CH:43][CH:42]=4)[CH:30]=3)([C:24](=[O:26])[NH2:25])[CH2:20][CH2:19]2)(=[O:17])=[O:16])=[C:9]([CH3:48])[CH:8]=1)([CH3:4])([CH3:3])[CH3:2].[OH-].[Na+].[Cl-].[NH4+]>CO>[C:1]([O:5][C:6](=[O:49])[C:7]1[CH:12]=[CH:11][C:10]([CH2:13][CH2:14][S:15]([N:18]2[CH2:23][CH2:22][C:21]3([N:27]=[C:28]([C:29]4[CH:34]=[C:33]([C:35]([F:37])([F:36])[F:38])[CH:32]=[C:31]([O:39][CH2:40][C:41]5[CH:42]=[CH:43][CH:44]=[CH:45][CH:46]=5)[CH:30]=4)[NH:25][C:24]3=[O:26])[CH2:20][CH2:19]2)(=[O:16])=[O:17])=[C:9]([CH3:48])[CH:8]=1)([CH3:3])([CH3:4])[CH3:2] |f:1.2,3.4|. The reactants are CCO, O=Cc1ccc2[nH]ccc2c1, NCCC(=O)O, O, N#CCC(=O)c1ccc(O)c(O)c1. The product is N#CC(=Cc1ccc2[nH]ccc2c1)C(=O)c1ccc(O)c(O)c1. RXN SMILES: [CH3:32][CH2:33][OH:34].[CH:1](=[O:2])[c:3]1[cH:4][c:5]2[cH:6][cH:7][nH:8][c:9]2[cH:10][cH:11]1.[NH2:25][CH2:26][CH2:27][C:28]([OH:29])=[O:30].[OH2:31].[OH:12][c:13]1[cH:14][c:15]([C:16](=[O:17])[CH2:18][C:19]#[N:20])[cH:21][cH:22][c:23]1[OH:24]>>[CH:1]([c:3]1[cH:4][c:5]2[cH:6][cH:7][nH:8][c:9]2[cH:10][cH:11]1)=[C:18]([C:16]([c:15]1[cH:14][c:13]([OH:12])[c:23]([OH:24])[cH:22][cH:21]1)=[O:17])[C:19]#[N:20]. Reactants: C(C)(C)(C)OC(=O)N[C@@H](C(C)C)C(=O)O (N-(tert-butoxycarbonyl)-L-valine), C(C)(C)(C)OC(NC(C(C)(C)C)C(NC1C(CC2=CC=CC=C12)O)=O)=O ([1-(2-Hydroxy-indan-1-ylcarbamoyl)-2,2-dimethyl-propyl]-carbamic acid tert.butyl ester), ClNC([O-])=O (chlorocarbamate), C(C)(C)(C)OC(=O)NC(C(=O)O)C(C)(C)C (2-tert.butoxycarbonylamino-3,3-dimetylbutyric acid), C(C1=CC=CC=C1)N (benzylamine), C(C)OC(=O)C1(C(C1)C=C)NC(=O)C1N(CC(C1)OC1=CC(=NC2=CC(=CC=C12)OC)C1=CC=CC=C1)C(NC(C(C)(C)C)C(NC1C(CC2=CC=CC=C12)O)=O)=O (1-{[1-[1-(2-Hydroxy-indan-1-ylcarbamoyl)-2,2-dimethyl-propylcarbamoyl]4-(7-methoxy-2-phenyl-quinolin-4-yloxy)-pyrrolidin e-2-carbonyl]-amino}-2-vinyl-cyclopropanecarboxylic acid ethyl ester). Yields the product C(C1=CC=CC=C1)NC(=O)[C@H](C(C)C)NC(=O)N1[C@@H](C[C@H](C1)OC1=CC(=NC2=CC(=CC=C12)OC)C1=CC=CC=C1)C(=O)N[C@]1([C@@H](C1)C=C)C(=O)O ((1R,2S)-1-{[(2S,4R)-1-((1S)-1-Benzylcarbamoyl-2-methyl-propylcarbamoyl)-4-(7-methoxy-2-phenyl-quinolin-4-yloxy)-pyrrolidine-2-carbonyl]-amino}-2-vinyl-cyclopropanecarboxylic acid). As a reaction SMILES: C(OC(N[C@H](C(O)=O)C(C)C)=O)(C)(C)C.C(OC(NC(C(C)(C)C)C(O)=O)=O)(C)(C)C.C(N)C1C=CC=CC=1.C(OC(=O)NC(C(=O)NC1C2C(=CC=CC=2)CC1O)C(C)(C)C)(C)(C)C.ClNC(=O)[O-].C([O:73][C:74]([C:76]1([NH:81][C:82]([CH:84]2[CH2:88][CH:87]([O:89][C:90]3[C:99]4[C:94](=[CH:95][C:96]([O:100][CH3:101])=[CH:97][CH:98]=4)[N:93]=[C:92]([C:102]4[CH:107]=[CH:106][CH:105]=[CH:104][CH:103]=4)[CH:91]=3)[CH2:86][N:85]2[C:108](=[O:128])[NH:109][CH:110]([C:115](=[O:127])[NH:116][CH:117]2[C:125]3[C:120](=[CH:121][CH:122]=[CH:123][CH:124]=3)CC2O)[C:111](C)([CH3:113])[CH3:112])=[O:83])[CH2:78][CH:77]1[CH:79]=[CH2:80])=[O:75])C>>[CH2:117]([NH:116][C:115]([C@@H:110]([NH:109][C:108]([N:85]1[CH2:86][C@H:87]([O:89][C:90]2[C:99]3[C:94](=[CH:95][C:96]([O:100][CH3:101])=[CH:97][CH:98]=3)[N:93]=[C:92]([C:102]3[CH:103]=[CH:104][CH:105]=[CH:106][CH:107]=3)[CH:91]=2)[CH2:88][C@H:84]1[C:82]([NH:81][C@:76]1([C:74]([OH:75])=[O:73])[CH2:78][C@H:77]1[CH:79]=[CH2:80])=[O:83])=[O:128])[CH:111]([CH3:113])[CH3:112])=[O:127])[C:125]1[CH:120]=[CH:121][CH:122]=[CH:123][CH:124]=1. Reported procedure: N-(tert-butoxycarbonyl)-L-valine was attached to the resin as described for the preparation of compound 16 followed by reaction with benzylamine as described for the preparation of 17 and removal of the Boc group as described for 18. The afforded compound was then reacted with the chlorocarbamate achieved from 12 as described for the preparation of 13 which gave the title compound. Purity by HPLC>95%. M+H+706.2. Conditions: time 30 minute. Solvent: O (water). Reaction SMILES: O[CH2:2][CH2:3][CH:4]1[C:13]2[C:8](=[CH:9][CH:10]=[CH:11][CH:12]=2)[NH:7][C:6](=[O:14])[CH2:5]1.S(Cl)([Cl:17])=O.C(Cl)(Cl)Cl>N1C=CC=CC=1.O>[Cl:17][CH2:2][CH2:3][CH:4]1[C:13]2[C:8](=[CH:9][CH:10]=[CH:11][CH:12]=2)[NH:7][C:6](=[O:14])[CH2:5]1. Product: ClCCC1CC(NC2=CC=CC=C12)=O ((±)-4-(2-chloroethyl)-3,4-dihydro-2(1H)-quinolinone). Reagents/catalysts: N1=CC=CC=C1 (pyridine). The yield is 88.3%. Reported procedure: A mixture of 5.2 g (0.027 mol) of (±)-4-(2-hydroxyethyl)-3,4-dihydro-2(1H)-quinolinone, 15 g (0.126 mol) of thionyl chloride, 200 ml of dry chloroform and 10 drops of pyridine is heated to reflux for 4 h. After the mixture is cooled, 50 ml of water are added dropwise and the mixture is stirred for 30 minutes. The organic phase is separated after settling has taken place, dried over magnesium sulphate and concentrated under vacuum. The residue is chromatographed on a silica column. Elution with a... Reactants: OCCC1CC(NC2=CC=CC=C12)=O ((±)-4-(2-hydroxyethyl)-3,4-dihydro-2(1H)-quinolinone), S(=O)(Cl)Cl (thionyl chloride), C(Cl)(Cl)Cl (chloroform).